This data is from the Open Reaction Database (ORD), a public repository of structured organic reaction records. The task is: describe an organic reaction: reactants, conditions, products, and yield Reaction SMILES: Cl[C:2]([O:4][CH2:5][CH3:6])=[O:3].[CH3:7][C:8]1[C:13]([N:14]2[C:23](=[O:24])[C:22]3[C:17](=[CH:18][CH:19]=[CH:20][CH:21]=3)[N:16]=[CH:15]2)=[CH:12][CH:11]=[CH:10][C:9]=1[C:25]1[CH:33]=[CH:32][C:31]([C:34]([NH2:36])=[O:35])=[C:30]2[C:26]=1[C:27]1[CH2:40][NH:39][CH2:38][CH2:37][C:28]=1[NH:29]2>>[C:34]([C:31]1[C:30]2[NH:29][C:28]3[CH2:37][CH2:38][N:39]([C:2]([O:4][CH2:5][CH3:6])=[O:3])[CH2:40][C:27]=3[C:26]=2[C:25]([C:9]2[CH:10]=[CH:11][CH:12]=[C:13]([N:14]3[C:23](=[O:24])[C:22]4[C:17](=[CH:18][CH:19]=[CH:20][CH:21]=4)[N:16]=[CH:15]3)[C:8]=2[CH3:7])=[CH:33][CH:32]=1)(=[O:35])[NH2:36]. Reactants: ClC(=O)OCC (ethyl chloroformate), CC1=C(C=CC=C1N1C=NC2=CC=CC=C2C1=O)C1=C2C3=C(NC2=C(C=C1)C(=O)N)CCNC3 (9-(2-methyl-3-(4-oxoquinazolin-3(4H)-yl)phenyl)-2,3,4,5-tetrahydro-1H-pyrido[4,3-b]indole-6-carboxamide). Procedure details: Using the procedure of Example 43 but substituting ethyl chloroformate in place of acetic anhydride, 9-(2-methyl-3-(4-oxoquinazolin-3(4H)-yl)phenyl)-2,3,4,5-tetrahydro-1H-pyrido[4,3-b]indole-6-carboxamide (20 mg, 0.044 mmol) was converted into the desired product as a white solid (14.0 mg, 59% yield). LCMS (M+H)+ m/z 522.3. 1H NMR (400 MHz, methanol-d4) δ 8.16-8.56 (2 H, m), 7.87-7.98 (1 H, m), 7.76-7.87 (1 H, m), 7.61-7.73 (2 H, m), 7.42-7.59 (3 H, m), 6.89-7.06 (1 H, m), 3.42-4.22 (6 H, m), 2.... Product: C(N)(=O)C1=CC=C(C=2C3=C(NC12)CCN(C3)C(=O)OCC)C3=C(C(=CC=C3)N3C=NC1=CC=CC=C1C3=O)C (Ethyl 6-carbamoyl-9-(2-methyl-3-(4-oxoquinazolin-3(4H)-yl)phenyl)-3,4-dihydro-1H-pyrido[4,3-b]indole-2(5H)-carboxylate). Isolated yield 59.0%. Starting materials: solution, [H-].[Al+3].[Li+].[H-].[H-].[H-] (lithium aluminum hydride), FC1=C(C(=O)O)C=C(C=C1)C (2-fluoro-5-methylbenzoic acid). Solvent: C1CCOC1 (THF), CCOCC (ether). Reaction conditions: temperature 0 celsius. The product is FC1=C(CO)C=C(C=C1)C (2-Fluoro-5-methylbenzyl alcohol). RXN SMILES: [H-].[Al+3].[Li+].[H-].[H-].[H-].[F:7][C:8]1[CH:16]=[CH:15][C:14]([CH3:17])=[CH:13][C:9]=1[C:10](O)=[O:11]>C1COCC1.CCOCC>[F:7][C:8]1[CH:16]=[CH:15][C:14]([CH3:17])=[CH:13][C:9]=1[CH2:10][OH:11] |f:0.1.2.3.4.5|. Reported procedure: To a 1M solution of lithium aluminum hydride in THF (57 mL) at 0° C. is added a solution of 2-fluoro-5-methylbenzoic acid (8.0 g, 52 mmol) in 160 mL of ether drop-wise. The reaction is then heated at reflux for 1.5 hr. The reaction is then cooled to 0° C. and is quenched with H2O (4 mL), aqueous 40% NaOH (4 mL) and H2O (4 mL). The resultant slurry is then filtered through celite and MgSO4. The filtrate is then concentrated and purified by silica gel flash column chromatography to provide the tit... Reactants: Cc1oc(C(C)(C)C)nc1CCO, Cc1ccccc1, CC(C)OC(=O)N=NC(=O)OC(C)C, O=Cc1ccc(O)c2ccsc12, c1ccc(P(c2ccccc2)c2ccccc2)cc1. Product: Cc1oc(C(C)(C)C)nc1CCOc1ccc(C=O)c2sccc12. Reaction SMILES: [C:1]([CH3:2])([CH3:3])([CH3:4])[c:5]1[o:6][c:7]([CH3:13])[c:8]([CH2:10][CH2:11][OH:12])[n:9]1.[CH3:59][c:60]1[cH:61][cH:62][cH:63][cH:64][cH:65]1.[O:45]=[C:46]([O:47][CH:48]([CH3:49])[CH3:50])[N:51]=[N:52][C:53]([O:54][CH:55]([CH3:56])[CH3:57])=[O:58].[OH:14][c:15]1[cH:16][cH:17][c:18]([CH:24]=[O:25])[c:19]2[s:20][cH:21][cH:22][c:23]12.[c:26]1([P:27]([c:28]2[cH:29][cH:30][cH:31][cH:32][cH:33]2)[c:34]2[cH:35][cH:36][cH:37][cH:38][cH:39]2)[cH:40][cH:41][cH:42][cH:43][cH:44]1>>[C:1]([CH3:2])([CH3:3])([CH3:4])[c:5]1[o:6][c:7]([CH3:13])[c:8]([CH2:10][CH2:11][O:12][c:15]2[cH:16][cH:17][c:18]([CH:24]=[O:25])[c:19]3[s:20][cH:21][cH:22][c:23]23)[n:9]1. Reactants: C(CCCCCCCC)OC1=C(C(=NC=C1)CO)C (4-nonyloxy-2-hydroxymethyl-3-methylpyridine), aqueous solution, C([O-])(O)=O.[Na+] (sodium bicarbonate), S(=O)(Cl)Cl (thionyl chloride). Run in C(C)(=O)OCC (ethyl acetate). The product is C(CCCCCCCC)OC1=C(C(=NC=C1)CCl)C (4-nonyloxy-2-chloromethyl-3-methylpyridine). The yield is 90.2%. Reaction SMILES: [CH2:1]([O:10][C:11]1[CH:16]=[CH:15][N:14]=[C:13]([CH2:17]O)[C:12]=1[CH3:19])[CH2:2][CH2:3][CH2:4][CH2:5][CH2:6][CH2:7][CH2:8][CH3:9].S(Cl)([Cl:22])=O.C(=O)(O)[O-].[Na+]>C(OCC)(=O)C>[CH2:1]([O:10][C:11]1[CH:16]=[CH:15][N:14]=[C:13]([CH2:17][Cl:22])[C:12]=1[CH3:19])[CH2:2][CH2:3][CH2:4][CH2:5][CH2:6][CH2:7][CH2:8][CH3:9] |f:2.3|. Reported procedure: 16.0 g (0.05 mol, 1.0 eq.) of 4-nonyloxy-2-hydroxymethyl-3-methylpyridine was dissolved in 320 mL of ethyl acetate, and 6.5 g (0.055 mol, 1.1 eq.) of thionyl chloride was added dropwise at 8 to 12° C. Subsequently, the mixture was allowed to react for 0.5 hours at room temperature, and then a 7% aqueous solution of sodium bicarbonate (200 g) was added to adjust the reaction liquid to pH 7.5. The organic layer was washed with a 5% aqueous solution of sodium bicarbonate (160 g), dried over anhydro...